Dataset: the Open Reaction Database (ORD), a public repository of structured organic reaction records. Task: describe an organic reaction: reactants, conditions, products, and yield Reactants: C(C)(C)(C)N1C(C2=C(C(=C3N2CCC=2C=C(C(=CC32)N=[N+]=[N-])OC)C=3SC=CC3)CCCC1)=O (9-tert-butyl-14-(thien-2-yl)-2-azido-3-methoxy-5,6,10,11,12,13-hexahydroazocino[4′,3′:4,5]pyrrolo[2,1-a]isoquinolin-8(9H)-one), C(CC#C)O (3-butyn-1-ol), O=C1C(O)=C([O-])[C@H](O1)[C@@H](O)CO.[Na+] (sodium ascorbate), C(C1=CC=CC=C1)C(C=1N=NNC1)N(C(CC1=CC=CC=C1)C=1N=NNC1)C(CC1=CC=CC=C1)C=1N=NNC1 (tris(benzyltriazolylmethyl)amine). The reagents and catalysts are [O-]S(=O)(=O)[O-].[Cu+2] (CuSO4). Run in O (water), O (water), C(C)O (ethanol). Conditions: temperature 100 celsius. Yields the product C(C)(C)(C)N1C(C2=C(C(=C3N2CCC=2C=C(C(=CC32)N3N=NC(=C3)CCO)OC)C=3SC=CC3)CCCC1)=O (9-tert-butyl-14-(thien-2-yl)-2-(4-(2-hydroxyethyl)-1H-1,2,3-triazol-1-yl)-3-methoxy-5,6,10,11,12,13-hexahydroazocino[4′,3′:4,5]pyrrolo[2,1-a]isoquinolin-8(9H)-one). RXN SMILES: [C:1]([N:5]1[CH2:33][CH2:32][CH2:31][CH2:30][C:8]2[C:9]([C:25]3[S:26][CH:27]=[CH:28][CH:29]=3)=[C:10]3[C:19]4[CH:18]=[C:17]([N:20]=[N+:21]=[N-:22])[C:16]([O:23][CH3:24])=[CH:15][C:14]=4[CH2:13][CH2:12][N:11]3[C:7]=2[C:6]1=[O:34])([CH3:4])([CH3:3])[CH3:2].[CH2:35]([OH:39])[CH2:36][C:37]#[CH:38].O=C1O[C@H]([C@H](CO)O)C([O-])=C1O.[Na+].C(C(N(C(C1N=NNC=1)CC1C=CC=CC=1)C(C1N=NNC=1)CC1C=CC=CC=1)C1N=NNC=1)C1C=CC=CC=1>O.[O-]S([O-])(=O)=O.[Cu+2].C(O)C>[C:1]([N:5]1[CH2:33][CH2:32][CH2:31][CH2:30][C:8]2[C:9]([C:25]3[S:26][CH:27]=[CH:28][CH:29]=3)=[C:10]3[C:19]4[CH:18]=[C:17]([N:20]5[CH:38]=[C:37]([CH2:36][CH2:35][OH:39])[N:22]=[N:21]5)[C:16]([O:23][CH3:24])=[CH:15][C:14]=4[CH2:13][CH2:12][N:11]3[C:7]=2[C:6]1=[O:34])([CH3:4])([CH3:2])[CH3:3] |f:2.3,6.7|. Reported procedure: In a microwave tube were mixed 52 mg of azide 20c, 10 ul of 3-butyn-1-ol, 2 ml of water, 2 ml of ethanol, 3.5 mg of CuSO4, 11 mg of sodium ascorbate and 11 mg of tris(benzyltriazolylmethyl)amine. The mixture was heated at 100° C. for 30 min., and then cooled and diluted with water. The product was extracted into ethyl acetate. The organic layer was washed, dried and concentrated, and the residue was purified by silicagel chromatography (using a gradient of heptane/ethyl acetate as eluent), and p... Reported procedure: Prepared according to the procedure described in Example 42, Step 2, using (5-benzyl-[1,3,4]oxadiazol-2-yl)-[5-(4-bromo-phenyl)-3-methyl-isoxazol-4-yl]-amine and 1-[4-(4,4,5,5-tetramethyl-[1,3,2]dioxaborolan-2-yl)-phenyl]-cyclopropanecarboxylic acid ethyl ester. Starting materials: C(C1=CC=CC=C1)C1=NN=C(O1)NC=1C(=NOC1C1=CC=C(C=C1)Br)C ((5-benzyl-[1,3,4]oxadiazol-2-yl)-[5-(4-bromo-phenyl)-3-methyl-isoxazol-4-yl]-amine), C(C)OC(=O)C1(CC1)C1=CC=C(C=C1)B1OC(C(O1)(C)C)(C)C (1-[4-(4,4,5,5-tetramethyl-[1,3,2]dioxaborolan-2-yl)-phenyl]-cyclopropanecarboxylic acid ethyl ester). RXN SMILES: [CH2:1]([C:8]1[O:12][C:11]([NH:13][C:14]2[C:15]([CH3:26])=[N:16][O:17][C:18]=2[C:19]2[CH:24]=[CH:23][C:22](Br)=[CH:21][CH:20]=2)=[N:10][N:9]=1)[C:2]1[CH:7]=[CH:6][CH:5]=[CH:4][CH:3]=1.[CH2:27]([O:29][C:30]([C:32]1([C:35]2[CH:40]=[CH:39][C:38](B3OC(C)(C)C(C)(C)O3)=[CH:37][CH:36]=2)[CH2:34][CH2:33]1)=[O:31])[CH3:28]>>[CH2:27]([O:29][C:30]([C:32]1([C:35]2[CH:40]=[CH:39][C:38]([C:22]3[CH:23]=[CH:24][C:19]([C:18]4[O:17][N:16]=[C:15]([CH3:26])[C:14]=4[NH:13][C:11]4[O:12][C:8]([CH2:1][C:2]5[CH:7]=[CH:6][CH:5]=[CH:4][CH:3]=5)=[N:9][N:10]=4)=[CH:20][CH:21]=3)=[CH:37][CH:36]=2)[CH2:33][CH2:34]1)=[O:31])[CH3:28]. The product is C(C)OC(=O)C1(CC1)C1=CC=C(C=C1)C1=CC=C(C=C1)C1=C(C(=NO1)C)NC=1OC(=NN1)CC1=CC=CC=C1 (1-{4′-[4-(5-Benzyl-[1,3,4]oxadiazol-2-ylamino)-3-methyl-isoxazol-5-yl]-biphenyl-4-yl}-cyclopropanecarboxylic acid ethyl ester). Starting materials: C(C)#N (acetonitrile), [I-].[Na+] (sodium iodide), BrC1=CC(=C(C=C1)NC(C(C(C)C1=CC=CC=C1)N1C(NC(C1=O)C1=CC=C(C=C1)OCCOC(C)(C)C)=O)=O)Cl (N-(4-Bromo-2-chloro-phenyl)-2-{4-[4-(2-tert-butoxy-ethoxy)-phenyl]-2,5-dioxo-imidazolidin-1-yl}-3-phenyl-butyramide), C[Si](C)(C)Cl (Trimethylsilyl chloride). The solvent is ClCCl (dichloromethane), C(C)(=O)OCC (ethyl acetate). Run at temperature 0 celsius, time 1.5 hour. The product is BrC1=CC(=C(C=C1)NC(C(C(C)C1=CC=CC=C1)N1C(NC(C1=O)C1=CC=C(C=C1)OCCO)=O)=O)Cl (N-(4-bromo-2-chloro-phenyl)-2-{4-[4-(2-hydroxy-ethoxy)-phenyl]-2,5-dioxo-imidazolidin-1-yl}-3-phenyl-butyramide). Isolated yield 76.7%. Reaction SMILES: [Br:1][C:2]1[CH:7]=[CH:6][C:5]([NH:8][C:9](=[O:40])[CH:10]([N:19]2[C:23](=[O:24])[CH:22]([C:25]3[CH:30]=[CH:29][C:28]([O:31][CH2:32][CH2:33][O:34]C(C)(C)C)=[CH:27][CH:26]=3)[NH:21][C:20]2=[O:39])[CH:11]([C:13]2[CH:18]=[CH:17][CH:16]=[CH:15][CH:14]=2)[CH3:12])=[C:4]([Cl:41])[CH:3]=1.C(#N)C.C[Si](Cl)(C)C.[I-].[Na+]>ClCCl.C(OCC)(=O)C>[Br:1][C:2]1[CH:7]=[CH:6][C:5]([NH:8][C:9](=[O:40])[CH:10]([N:19]2[C:23](=[O:24])[CH:22]([C:25]3[CH:26]=[CH:27][C:28]([O:31][CH2:32][CH2:33][OH:34])=[CH:29][CH:30]=3)[NH:21][C:20]2=[O:39])[CH:11]([C:13]2[CH:14]=[CH:15][CH:16]=[CH:17][CH:18]=2)[CH3:12])=[C:4]([Cl:41])[CH:3]=1 |f:3.4|. Procedure details: N-(4-Bromo-2-chloro-phenyl)-2-{4-[4-(2-tert-butoxy-ethoxy)-phenyl]-2,5-dioxo-imidazolidin-1-yl}-3-phenyl-butyramide (300 mg) was dissolved in dichloromethane (2 mL) and acetonitrile (2 mL) in an ice bath. Trimethylsilyl chloride (0.36 mL, 2.8 mmol) was added followed by sodium iodide (352 mg, 2.35 mmol). The mixture was stirred at 0° C. for 1.5 hours and then diluted with ethyl acetate. The mixture was washed with aqueous sodium bisulfite, washed with brine, dried over sodium sulfate and concent... Reactants: OCCCCCC=O (6-hydroxyhexanal), O (water). Run at temperature 90 celsius, time 1.5 hour. Product: OCCCCCC(=O)O (6-hydroxycaproic acid). Reaction SMILES: [OH:1][CH2:2][CH2:3][CH2:4][CH2:5][CH2:6][CH:7]=[O:8].[OH2:9]>>[OH:8][CH2:7][CH2:6][CH2:5][CH2:4][CH2:3][C:2]([OH:9])=[O:1]. Procedure details: 5.27 Grams (45 mmols) of 6-hydroxyhexanal was charged to a 100 milliliter Schlenk flask and dissolved in 45 milliliters of deionized water by heating to 85-95° C. in a water bath. The resulting solution was charged to the Parr autoclave, placed under 1500 psi air and heated to 120° C. Samples were taken every 30 minutes throughout the reaction. After 1.5 hours, reaction conversion was 89% and 6-hydroxycaproic acid was formed in 91% selectivity. Reactants: C(=O)(N1C=NC=C1)N1C=NC=C1 (1,1′-carbonylbis(1H-imidazole)), C(C)(C)C1=NC=2C=CNC(C2C2=C1C=CC(=C2)C(=O)O)=O (6-isopropyl-1-oxo-1,2-dihydrobenzo[c]-1,6-naphthyridine-9-carboxylic acid), [OH-].[NH4+] (Ammonium hydroxide). Solvent: CN(C)C=O (DMF), CN(C)C=O (DMF). Conditions: time 1 hour. Product: C(C)(C)C1=NC=2C=CNC(C2C2=C1C=CC(=C2)C(=O)N)=O (6-isopropyl-1-oxo-1,2-dihydrobenzo[c]-1,6-naphthyridine-9-carboxamide). RXN SMILES: [CH:1]([C:4]1[C:13]2[CH:14]=[CH:15][C:16]([C:18](O)=[O:19])=[CH:17][C:12]=2[C:11]2[C:10](=[O:21])[NH:9][CH:8]=[CH:7][C:6]=2[N:5]=1)([CH3:3])[CH3:2].C(N1C=CN=C1)([N:24]1C=CN=C1)=O.[OH-].[NH4+]>CN(C=O)C>[CH:1]([C:4]1[C:13]2[CH:14]=[CH:15][C:16]([C:18]([NH2:24])=[O:19])=[CH:17][C:12]=2[C:11]2[C:10](=[O:21])[NH:9][CH:8]=[CH:7][C:6]=2[N:5]=1)([CH3:3])[CH3:2] |f:2.3|. Reported procedure: To a stirred suspension of 6-isopropyl-1-oxo-1,2-dihydrobenzo[c]-1,6-naphthyridine-9-carboxylic acid (78 mg, 0.28 mmol) in DMF (1.0 mL) was added 1,1′-carbonylbis(1H-imidazole) (CDI, 68 mg, 0.42 mmol). The reaction mixture was stirred for 1 hour at room temperature. Ammonium hydroxide (0.19 mL, 1.3 mmol) was added, and the resulting mixture was stirred for 15 minutes. The reaction mixture was diluted with DMF and purified directly by preparative reverse phase HPLC, eluting with an acetonitrile/w... Starting materials: ClC(=O)OC(C)Cl (1-Chloroethyl chloroformate), C(C1=CC=CC=C1)(C1=CC=CC=C1)N1CC(C1)C=1OC2=C(C1)C=CC=C2 (1-benzhydryl-3-(benzofuran-2-yl)azetidine), C(C)O (Ethanol). Solvent: ClCCl (dichloromethane). Conditions: temperature 0 celsius, time 1 hour. The product is Cl.O1C(=CC2=C1C=CC=C2)C2CNC2 (3-(Benzofuran-2-yl)azetidine hydrochloride). Isolated yield 122.2%. Reaction SMILES: [Cl:1]C(OC(Cl)C)=O.C([N:21]1[CH2:24][CH:23]([C:25]2[O:26][C:27]3[CH:33]=[CH:32][CH:31]=[CH:30][C:28]=3[CH:29]=2)[CH2:22]1)(C1C=CC=CC=1)C1C=CC=CC=1.C(O)C>ClCCl>[ClH:1].[O:26]1[C:27]2[CH:33]=[CH:32][CH:31]=[CH:30][C:28]=2[CH:29]=[C:25]1[CH:23]1[CH2:22][NH:21][CH2:24]1 |f:4.5|. Procedure: 1-Chloroethyl chloroformate (36 μL, 0.33 mmol) was added to a solution of 1-benzhydryl-3-(benzofuran-2-yl)azetidine (108 mg, 0.32 mmol) in dichloromethane (3 mL) at 0° C. The reaction mixture was stirred for 2 hours at 0° C. and for 1 hour at room temperature. Ethanol (3 mL) was added at 0° C. and the reaction mixture was stirred for 2 hours at 0° C., for 19 hours at room temperature and for 4 hours at 40° C. After concentration to dryness, the crude mixture was triturated in n-pentane (2×4 mL) ...